This data is from the Open Reaction Database (ORD), a public repository of structured organic reaction records. The task is: describe an organic reaction: reactants, conditions, products, and yield The reactants are 20, ClC1=C(C=CC=C1)N(C(CC1=CC=CC=C1)=O)C1CCN(CC1)C(=O)OCC (ethyl 4-[N-(2-chlorophenyl)-N-(phenylacetyl)amino]-1-piperidinecarboxylate), Br (hydrobromic acid). Product: 10.6, ClC1=C(C=CC=C1)N(C(CC1=CC=CC=C1)=O)C1CCNCC1 (N-(2-chlorophenyl)-N-(4-piperidinyl)benzeneacetamide). RXN SMILES: [Cl:1][C:2]1[CH:7]=[CH:6][CH:5]=[CH:4][C:3]=1[N:8]([CH:18]1[CH2:23][CH2:22][N:21](C(OCC)=O)[CH2:20][CH2:19]1)[C:9](=[O:17])[CH2:10][C:11]1[CH:16]=[CH:15][CH:14]=[CH:13][CH:12]=1.Br>>[Cl:1][C:2]1[CH:7]=[CH:6][CH:5]=[CH:4][C:3]=1[N:8]([CH:18]1[CH2:19][CH2:20][NH:21][CH2:22][CH2:23]1)[C:9](=[O:17])[CH2:10][C:11]1[CH:16]=[CH:15][CH:14]=[CH:13][CH:12]=1. Procedure details: A mixture of 20 parts of ethyl 4-[N-(2-chlorophenyl)-N-(phenylacetyl)amino]-1-piperidinecarboxylate and 300 parts of hydrobromic acid solution 48% is stirred and refluxed for 1h.10. The hydrobromic acid solution 48% is removed in vacuo and to the residue is added successively water and sodium hydroxide solution. The free base is extracted with trichloromethane. The latter is dried and evaporated. The solid residue is washed with 1,1'-oxybisethane and dried, yielding 10.6 parts of N-(2-chlorophen... Starting materials: ClC1=C(C(=CC(=C1)C(F)(F)F)Cl)N1N=C2C(=C1)C(C(C2)(F)F)=O (2-[2,6-Dichloro-4-(trifluoromethyl)phenyl]-5,5-difluoro-5,6-dihydrocyclopenta[c]pyrazol-4-one), C[Mg]Br (methyl magnesium bromide), C(=O)(O)[O-].[Na+] (NaHCO3). Run in C1CCOC1 (THF). Reaction conditions: time 30 minute. The product is ClC1=C(C(=CC(=C1)C(F)(F)F)Cl)N1N=C2C(=C1)C(C(C2)(F)F)(O)C (2-[2,6-Dichloro-4-(trifluoromethyl)phenyl]-5,5-difluoro-4-methyl-2,4,5,6-tetrahydrocyclopenta[c]pyrazol-4-ol). Isolated yield 98.0%. Reaction SMILES: [Cl:1][C:2]1[CH:7]=[C:6]([C:8]([F:11])([F:10])[F:9])[CH:5]=[C:4]([Cl:12])[C:3]=1[N:13]1[CH:17]=[C:16]2[C:18](=[O:23])[C:19]([F:22])([F:21])[CH2:20][C:15]2=[N:14]1.[CH3:24][Mg]Br.C([O-])(O)=O.[Na+]>C1COCC1>[Cl:1][C:2]1[CH:7]=[C:6]([C:8]([F:9])([F:10])[F:11])[CH:5]=[C:4]([Cl:12])[C:3]=1[N:13]1[CH:17]=[C:16]2[C:18]([CH3:24])([OH:23])[C:19]([F:22])([F:21])[CH2:20][C:15]2=[N:14]1 |f:2.3|. Reported procedure: To a solution of (91) (3.6 mg, 9.7 mmol) in 300 mL THF was added methyl magnesium bromide (50 mL, 3.0 M) at 0° C. The solution was then stirred at room temperature for 30 min. The mixture was poured into 5 mL of saturated NaHCO3 solution and extracted with dichlormethane (5 mL×3). The organic layers were combined, washed with brine, and dried with anhydrous sodium sulfate. The mixture was then chromatographed on a silica gel TLC plate using hexane/ethyl acetate (3:1) to give (93): yield 98%; 1H ...